This data is from the Open Reaction Database (ORD), a public repository of structured organic reaction records. The task is: describe an organic reaction: reactants, conditions, products, and yield Reactants: P(=O)(O)(O)[O-].[Na+] (sodium dihydrogenphosphate), Cl[O-].[Na+] (sodium hypochlorite), Cl (hydrochloric acid), N=1NC=2C=CC=C3C2C1C=1C(CC3)=C(C=CC1)C=O (6,7-Dihydro-2H-benzo[6,7]cyclohepta[cd]indazole-8-carboxaldehyde). Solvent: O (water), O (water), CS(=O)C (dimethyl sulfoxide). Reaction conditions: time 0.5 hour. The product is N=1NC=2C=CC=C3C2C1C=1C(CC3)=C(C=CC1)C(=O)O (6,7-Dihydro-2H-benzo[6,7]cyclohepta[cd]indazole-8-carboxylic acid). Isolated yield 93.9%. RXN SMILES: [N:1]1[NH:2][C:3]2[CH:4]=[CH:5][CH:6]=[C:7]3[CH2:13][CH2:12][C:11]4=[C:14]([CH:18]=[O:19])[CH:15]=[CH:16][CH:17]=[C:10]4[C:9]=1[C:8]=23.P([O-])(O)(O)=[O:21].[Na+].Cl[O-].[Na+].Cl>CS(C)=O.O>[N:1]1[NH:2][C:3]2[CH:4]=[CH:5][CH:6]=[C:7]3[CH2:13][CH2:12][C:11]4=[C:14]([C:18]([OH:21])=[O:19])[CH:15]=[CH:16][CH:17]=[C:10]4[C:9]=1[C:8]=23 |f:1.2,3.4|. Reported procedure: 85 mg of 6,7-dihydro-2H-benzo[6,7]cyclohepta[cd]indazole-8-carboxaldehyde prepared in Example 2 was dissolved in 8 ml of dimethyl sulfoxide. To the reaction mixture was added a solution of 0.75 g of sodium dihydrogenphosphate in 4 ml water. Further, a solution of 0.25 g of sodium hypochlorite in 1 ml water was added dropwise at room temperature, followed by stirring for 0.5 hour. To the reaction mixture was added 0.01 N hydrochloric acid, and the mixture was extracted with ethyl acetate. The org... Starting materials: C1OC2=C(C=CC=C2O1)S(=O)(=O)N (methylenedioxybenzenesulfonamide), Cl.ClCN1N=C(C=C1C)C (1-chloromethyl-3,5-dimethylpyrazole hydrochloride), C([O-])([O-])=O.[Cs+].[Cs+] (cesium carbonate), C(C)(=O)OCC.CCCCCC (ethyl acetate hexane). Solvent: CN(C)C=O (DMF), CN(C)C=O (DMF). Conditions: temperature 60 celsius, time 15 minute. Yields the product CN1N=C(C=C1C)C.C1OC2=C(C=CC=C2O1)S(=O)(=O)N (methylenedioxybenzenesulfonamide 1-methyl-3,5-dimethylpyrazole). Yield: 32.1%. Reaction SMILES: [CH2:1]1[O:9][C:8]2[C:3](=[C:4]([S:10]([NH2:13])(=[O:12])=[O:11])[CH:5]=[CH:6][CH:7]=2)[O:2]1.C(=O)([O-])[O-].[Cs+].[Cs+].Cl.Cl[CH2:22][N:23]1[C:27]([CH3:28])=[CH:26][C:25]([CH3:29])=[N:24]1.C(OCC)(=O)C.CCCCCC>CN(C=O)C>[CH3:22][N:23]1[C:27]([CH3:28])=[CH:26][C:25]([CH3:29])=[N:24]1.[CH2:1]1[O:9][C:8]2[C:3](=[C:4]([S:10]([NH2:13])(=[O:11])=[O:12])[CH:5]=[CH:6][CH:7]=2)[O:2]1 |f:1.2.3,4.5,6.7,9.10|. Procedure details: A solution of Hoc methylenedioxybenzenesulfonamide free phenol (0.010 g, 0.020 mmol) in DMF (1 mL) was combined with anhydrous cesium carbonate (0.015 g, 0.047 mmol). Freshly prepared 1-chloromethyl-3,5-dimethylpyrazole hydrochloride (0.006 g, 0.033 mmol) in DMF (0.5 ml) was added dropwise. The solution was heated to 60° C. with stirring for 15 minutes, and was cooled and dried in vacuo to give a green oil. Flash column chromatography (1:1 ethyl acetate/hexane) gave Doc methylenedioxybenzenesulf... As a reaction SMILES: [H-].[Na+].[OH:3][C:4]1[CH:9]=[CH:8][CH:7]=[CH:6][C:5]=1[C:10]1[CH:11]=[C:12]([C:18]#[N:19])[C:13](=[O:17])[NH:14][C:15]=1[CH3:16].BrC[CH2:22][CH2:23][C:24]([O:26][CH2:27][CH3:28])=[O:25].[CH3:29]N(C=O)C>>[C:24]([CH:23]([CH3:22])[CH2:29][O:3][C:4]1[CH:9]=[CH:8][CH:7]=[CH:6][C:5]=1[C:10]1[CH:11]=[C:12]([C:18]#[N:19])[C:13](=[O:17])[NH:14][C:15]=1[CH3:16])([O:26][CH2:27][CH3:28])=[O:25] |f:0.1|. The reactants are CN(C)C=O (DMF), [H-].[Na+] (sodium hydride), CN(C)C=O (DMF), OC1=C(C=CC=C1)C=1C=C(C(NC1C)=O)C#N (5-(2-hydroxyphenyl)-6-methyl-2-oxo-1,2-dihydro-3-pyridine carbonitrile), BrCCCC(=O)OCC (ethyl 4-bromobutyrate), CN(C)C=O (DMF). Procedure details: A dispersion of 780 mg (17.7 mmol) of 60% sodium hydride in mineral oil and 10 ml of DMF is treated, dropwise, with a solution of 2.00 g (8.8 mmol) of 5-(2-hydroxyphenyl)-6-methyl-2-oxo-1,2-dihydro-3-pyridine carbonitrile in 20 ml of DMF. The reaction is stirred 30 min at RT, then cooled in an ice bath and 1.72 g (8.8 mmol) of ethyl 4-bromobutyrate in 10 ml of DMF is added dropwise. The reaction is allowed to slowly come to RT and stirred overnight under N2. The mixture is then concentrated unde... The product is C(=O)(OCC)C(COC1=C(C=CC=C1)C=1C=C(C(NC1C)=O)C#N)C (5-(2-carboethoxypropyloxyphenyl)-6-methyl-2-oxo-1,2-dihydro-3-pyridinecarbonitrile). Run at time 30 minute. The reactants are CC#N, CC(C)(C)OC(=O)N1CCOC(c2ccc(NC(=O)c3cnn(-c4ccc(F)cc4)c3)c(Cl)c2)C1, [Na+], [OH-], O, O=C(O)C(F)(F)F. Product: O=C(Nc1ccc(C2CNCCO2)cc1Cl)c1cnn(-c2ccc(F)cc2)c1. RXN SMILES: [CH3:46][C:47]#[N:48].[Cl:8][c:9]1[cH:10][c:11]([CH:30]2[O:31][CH2:32][CH2:33][N:34]([C:36]([O:37][C:38]([CH3:39])([CH3:40])[CH3:41])=[O:42])[CH2:35]2)[cH:12][cH:13][c:14]1[NH:15][C:16](=[O:17])[c:18]1[cH:19][n:20][n:21](-[c:23]2[cH:24][cH:25][c:26]([F:29])[cH:27][cH:28]2)[cH:22]1.[Na+:44].[OH-:43].[OH2:45].[OH:1][C:2]([C:3]([F:4])([F:5])[F:6])=[O:7]>>[Cl:8][c:9]1[cH:10][c:11]([CH:30]2[O:31][CH2:32][CH2:33][NH:34][CH2:35]2)[cH:12][cH:13][c:14]1[NH:15][C:16](=[O:17])[c:18]1[cH:19][n:20][n:21](-[c:23]2[cH:24][cH:25][c:26]([F:29])[cH:27][cH:28]2)[cH:22]1. Reactants: Cl (hydrochloric acid), ClCC1=CC=C(C(=O)Cl)C=C1 (4-chloromethylbenzoyl chloride), C([O-])(O)=O.[Na+] (sodium bicarbonate), NC1=C(C=CC(=C1)C)O (2-amino-4-methylphenol). Solvent: O (water), COCCO (2-methoxyethanol), COCCO (2-methoxyethanol). Product: ClCC1=CC=C(C(=O)NC2=C(C=CC(=C2)C)O)C=C1 (4-(Chloromethyl)-N-(2-hydroxy-5-methylphenyl)benzamide). RXN SMILES: C(=O)(O)[O-].[Na+].[NH2:6][C:7]1[CH:12]=[C:11]([CH3:13])[CH:10]=[CH:9][C:8]=1[OH:14].[Cl:15][CH2:16][C:17]1[CH:25]=[CH:24][C:20]([C:21](Cl)=[O:22])=[CH:19][CH:18]=1.Cl>COCCO.O>[Cl:15][CH2:16][C:17]1[CH:25]=[CH:24][C:20]([C:21]([NH:6][C:7]2[CH:12]=[C:11]([CH3:13])[CH:10]=[CH:9][C:8]=2[OH:14])=[O:22])=[CH:19][CH:18]=1 |f:0.1|. Procedure details: With stirring, 37.52 g (446.6 mmol) of sodium bicarbonate were added to 50 g (406 mmol) of 2-amino-4-methylphenol in 250 ml of 2-methoxyethanol. 84.4 g (446.6 mmol) of 4-chloromethylbenzoyl chloride, dissolved in 250 ml of 2-methoxyethanol, were then added dropwise to the solution over 15 min. During this time, an increase in reaction temperature of from room temperature to 40° C. was observed. After 4 hours of stirring, 1 liter of water and 10 ml of concentrated hydrochloric acid were added to ...